From a dataset of the Open Reaction Database (ORD), a public repository of structured organic reaction records. describe an organic reaction: reactants, conditions, products, and yield Reactants: COC1CCC(C2=C1SC=C2)N=C=O (4,5,6,7-tetrahydro-7-methoxybenzo[b]-thien-4-ylisocyanate), C(C#C)N (propargylamine), CON (methoxyamine), NO (hydroxylamine), C(CCC)ON (n-butoxyamine), CNOC (methylmethoxyamine). Product: CN(C(=O)NC1CCCC=2SC=CC21)OC (1-methyl-1-methoxy-3-(4,5,6,7-tetrahydrobenzo[b]thien-4-yl)urea). RXN SMILES: CO[CH:3]1[C:8]2[S:9][CH:10]=[CH:11][C:7]=2[CH:6]([N:12]=[C:13]=[O:14])[CH2:5][CH2:4]1.C(N)C#C.CON.NO.C(ON)CCC.[CH3:30][NH:31][O:32][CH3:33]>>[CH3:30][N:31]([O:32][CH3:33])[C:13]([NH:12][CH:6]1[C:7]2[CH:11]=[CH:10][S:9][C:8]=2[CH2:3][CH2:4][CH2:5]1)=[O:14]. Procedure: Similarly, 4,5,6,7-tetrahydro-7-methoxybenzo[b]-thien-4-ylisocyanate is allowed to react with propargylamine, methoxyamine, hydroxylamine, n-butoxyamine and methylmethoxyamine to afford 1-propynyl-, 1-methoxy-, 1-hydroxy-, 1(-n-butoxy)-, and 1-methyl-1-methoxy-3-(4,5,6,7-tetrahydrobenzo[b]thien-4-yl)urea, respectively.